From a dataset of the Open Reaction Database (ORD), a public repository of structured organic reaction records. describe an organic reaction: reactants, conditions, products, and yield The reactants are CC1=C2C=NNC2=CC=C1O[C@H]1CC[C@H](CC1)N1C(C2=CC=CC=C2C1=O)=O (2-{cis-4-[(4-methyl-1H-indazol-5-yl)oxy]cyclohexyl}-1H-isoindole-1,3(2H)-dione), O1CCCC=C1 (3,4-dihydro-2H-pyran), O.C1(=CC=C(C=C1)S(=O)(=O)O)C (p-toluenesulfonic acid monohydrate). Solvent: O1CCCC1 (tetrahydrofuran). Conditions: temperature 70 celsius, time 4 hour. Yields the product CC1=C2C=NN(C2=CC=C1O[C@H]1CC[C@H](CC1)N1C(C2=CC=CC=C2C1=O)=O)C1OCCCC1 (2-{cis-4-[(4-methyl-1-tetrahydro-2H-pyran-2-yl-1H-indazol-5-yl)oxy]cyclohexyl}-1H-isoindole-1,3(2H)-dione). Yield: 81.5%. Reaction SMILES: [CH3:1][C:2]1[C:10]([O:11][C@@H:12]2[CH2:17][CH2:16][C@H:15]([N:18]3[C:26](=[O:27])[C:25]4[C:20](=[CH:21][CH:22]=[CH:23][CH:24]=4)[C:19]3=[O:28])[CH2:14][CH2:13]2)=[CH:9][CH:8]=[C:7]2[C:3]=1[CH:4]=[N:5][NH:6]2.[O:29]1[CH:34]=[CH:33][CH2:32][CH2:31][CH2:30]1.O.C1(C)C=CC(S(O)(=O)=O)=CC=1>O1CCCC1>[CH3:1][C:2]1[C:10]([O:11][C@@H:12]2[CH2:17][CH2:16][C@H:15]([N:18]3[C:19](=[O:28])[C:20]4[C:25](=[CH:24][CH:23]=[CH:22][CH:21]=4)[C:26]3=[O:27])[CH2:14][CH2:13]2)=[CH:9][CH:8]=[C:7]2[C:3]=1[CH:4]=[N:5][N:6]2[CH:30]1[CH2:31][CH2:32][CH2:33][CH2:34][O:29]1 |f:2.3|. Reported procedure: To a solution of 2-{cis-4-[(4-methyl-1H-indazol-5-yl)oxy]cyclohexyl}-1H-isoindole-1,3(2H)-dione (100 mg, 0.266 mmol) in tetrahydrofuran (2.7 ml) were added 3,4-dihydro-2H-pyran (36 μl, 0.399 mmol) and p-toluenesulfonic acid monohydrate (15 mg, 0.069 mmol), and the resulting mixture was stirred for 4 hours while being maintained at 70° C. The reaction solution was allowed to cool, and then was concentrated under reduced pressure to obtain a crude product. The crude product was purified by a silic...